Dataset: the Open Reaction Database (ORD), a public repository of structured organic reaction records. Task: describe an organic reaction: reactants, conditions, products, and yield Starting materials: [K+], O=[Mn](=O)(=O)[O-], [Na+], [OH-], O, O=P(O)(O)Cc1cccc2nc(CO)[nH]c12. Product: O=C(O)c1nc2cccc(CP(=O)(O)O)c2[nH]1. As a reaction SMILES: [K+:22].[Mn:17](=[O:18])([O-:19])(=[O:20])=[O:21].[Na+:24].[OH-:23].[OH2:25].[OH:1][CH2:2][c:3]1[nH:4][c:5]2[c:6]([n:7]1)[cH:8][cH:9][cH:10][c:11]2[CH2:12][P:13](=[O:14])([OH:15])[OH:16]>>[O:1]=[C:2]([c:3]1[nH:4][c:5]2[c:6]([n:7]1)[cH:8][cH:9][cH:10][c:11]2[CH2:12][P:13](=[O:14])([OH:15])[OH:16])[OH:18]. The reactants are C([O-])([O-])=O.[K+].[K+] (potassium carbonate), CN (methylamine), C1=CC=C2C(=C1)C(=O)N(C2=O)CC(=O)O (N-phthaloylglycine), S(=O)(Cl)Cl (thionyl chloride), C(CCC)NC1=NC=CC=C1C(C1=CC(=CC=C1)OC)=O (2-(butylamino)-3-(3-methoxybenzoyl)pyridine). Solvent: CN(C=O)C (N,N-dimethylformamide), C1(=CC=CC=C1)C (toluene), O (Water), CN(C=O)C (dimethylformamide), C1(=CC=CC=C1)C (toluene), N1=CC=CC=C1 (pyridine). Run at temperature 55 celsius, time 30 minute. The product is C(CCC)N1C(C(=C(C2=CC=CN=C12)C1=CC(=CC=C1)OC)N)=O (1-butyl-3-amino-4-(3-methoxyphenyl)-1,2-dihydro-2-oxo-1,8-naphthyridine). Yield: 61.3%. Reaction SMILES: C1C=C2C([N:9]([CH2:12][C:13](O)=[O:14])C(=O)C2=CC=1)=O.S(Cl)(Cl)=O.[CH2:20]([NH:24][C:25]1[C:30]([C:31](=O)[C:32]2[CH:37]=[CH:36][CH:35]=[C:34]([O:38][CH3:39])[CH:33]=2)=[CH:29][CH:28]=[CH:27][N:26]=1)[CH2:21][CH2:22][CH3:23].C(=O)([O-])[O-].[K+].[K+].CN>C1(C)C=CC=CC=1.N1C=CC=CC=1.O.CN(C)C=O>[CH2:20]([N:24]1[C:25]2[C:30](=[CH:29][CH:28]=[CH:27][N:26]=2)[C:31]([C:32]2[CH:37]=[CH:36][CH:35]=[C:34]([O:38][CH3:39])[CH:33]=2)=[C:12]([NH2:9])[C:13]1=[O:14])[CH2:21][CH2:22][CH3:23] |f:3.4.5|. Procedure details: To a suspension of N-phthaloylglycine (4.76 g, 23.2 mmol) in toluene (24 ml) were added thionyl chloride (5.08 ml, 69.6 mmol) and dimethylformamide (0.4 ml), and the mixture was stirred at 50-60° C. for 30 minutes, cooled, and concentrated under reduced pressure to remove the solvent. To the resulting solid was added toluene (12 ml), and further thereto were added a solution of 2-(butylamino)-3-(3-methoxybenzoyl)pyridine (3.30 g, 11.6 mmol) in toluene (15 ml) and pyridine (27 ml), and the mixtur... Reactants: C(#C)[Mg]Br (Ethynylmagnesium bromide), C(C1=CC=CC=C1)(=O)C=1C=C(C=O)C=CC1 (3-benzoylbenzaldehyde). Run in O1CCCC1 (tetrahydrofuran), O1CCCC1 (tetrahydrofuran). Run at time 2 hour. Product: C(#C)C(C1=CC(=CC=C1)C(C1=CC=CC=C1)=O)O (α-Ethynyl-3-benzoylbenzyl alcohol), nD20. Yield: 49.0%. Reaction SMILES: [C:1]([Mg]Br)#[CH:2].[C:5]([C:13]1[CH:14]=[C:15]([CH:18]=[CH:19][CH:20]=1)[CH:16]=[O:17])(=[O:12])[C:6]1[CH:11]=[CH:10][CH:9]=[CH:8][CH:7]=1>O1CCCC1>[C:1]([CH:16]([OH:17])[C:15]1[CH:18]=[CH:19][CH:20]=[C:13]([C:5](=[O:12])[C:6]2[CH:7]=[CH:8][CH:9]=[CH:10][CH:11]=2)[CH:14]=1)#[CH:2]. Reported procedure: Ethynylmagnesium bromide (11.2 mmol) in tetrahydrofuran (20 cm3) was added dropwise to a stirred solution of 3-benzoylbenzaldehyde (2 g, 9.5 mmol, prepared as in Example 3(b) in tetrahydrofuran (30 cm3) through which purified acetylene was being passed. After 2 hours, saturated ammonium chloride solution (200 cm3) was added, and the mixture extracted with ether (3×50 cm3). The combined extracts were washed with saturated sodium chloride, dried over anhydrous sodium sulphate, and the solvent remo... Reactants: [H][H] (hydrogen), BrC1=CC=C2C(CCC(C2=C1)=O)(C)C (7-bromo-3,4-dihydro-4,4-dimethylnaphthalen-1-one), BrC1=CC=C2C(CCC(C2=C1)=O)(C)C (7-bromo-3,4-dihydro-4,4-dimethylnaphthalen-1-one), BrC=1C=C(C=CC1)CC(=O)OCC (ethyl 3-bromophenylacetate), BrC=1C=C(C=CC1)CC(=O)OCC (ethyl 3-bromophenylacetate), [H-].C(C(C)C)[Al+]CC(C)C (diisobutyl aluminum hydride). Product: BrC=1C=C(C=CC1)CC=O ((3-bromophenyl)acetaldehyde). Reaction SMILES: [H][H].BrC1C=C2C(C(C)(C)CCC2=O)=CC=1.[Br:17][C:18]1[CH:19]=[C:20]([CH2:24][C:25](OCC)=[O:26])[CH:21]=[CH:22][CH:23]=1.[H-].C([Al+]CC(C)C)C(C)C>>[Br:17][C:18]1[CH:19]=[C:20]([CH2:24][CH:25]=[O:26])[CH:21]=[CH:22][CH:23]=1 |f:3.4|. Reported procedure: In the preferred compounds of the invention the two R1 substituents are methyl, and the R2 and R3 substituents are hydrogen. Reaction Scheme 4 illustrates a synthetic process for preparing 7-bromo-3,4-dihydro-4,4-dimethylnaphthalen-1-one (Compound G) which serves as a starting material for the synthesis of several preferred compounds of the invention. Thus, referring now specifically to Reaction Scheme 4, ethyl 3-bromophenylacetate (Compound B, made by esterification of 3-bromophenylacetic acid)...